Task: describe an organic reaction: reactants, conditions, products, and yield. Dataset: the Open Reaction Database (ORD), a public repository of structured organic reaction records Starting materials: C(#N)N=C(NC=1C=CC2=C(CC[C@H](CC2)N2CCCC2)C1)OC1=CC=CC=C1 (Phenyl (S)—N′-cyano-N-(7-(pyrrolidin-1-yl)-6,7,8,9-tetrahydro-5H-benzo[7]annulene-2-yl)carbamimidate), C(#N)N=C(NC=1C=CC2=C(CC[C@@H](CC2)N2CCCC2)C1)OC1=CC=CC=C1 (phenyl (R)—N′-cyano-N-(7-(pyrrolidin-1-yl)-6,7,8,9-tetrahydro-5H-benzo[7]annulene-2-yl)carbamimidate), N(N)C1=CC2=C(N=N1)C1=C(CCC2)C=CC=C1 (3-hydrazino-6,7-dihydro-5H-benzo[6,7]cyclohepta[1,2-c]pyridazine). The product is N1=NC(=CC2=C1C1=C(CCC2)C=CC=C1)N1N=C(N=C1N)NC=1C=CC2=C(CC[C@H](CC2)N2CCCC2)C1 (1-(6,7-dihydro-5H-benzo[6,7]cyclohepta[1,2-c]pyridazin-3-yl)-N3-(7-(S)-(pyrrolidin-1-yl)-6,7,8,9-tetrahydro-5H-benzo[7]annulene-2-yl)-1H-1,2,4-triazole-3,5-diamine), N1=NC(=CC2=C1C1=C(CCC2)C=CC=C1)N1N=C(N=C1N)NC=1C=CC2=C(CC[C@@H](CC2)N2CCCC2)C1 (1-(6,7-dihydro-5H-benzo[6,7]cyclohepta[1,2-c]pyridazin-3-yl)-N3-(7-(R)-(pyrrolidin-1-yl)-6,7,8,9-tetrahydro-5H-benzo[7]annulene-2-yl)-1H-1,2,4-triazole-3,5-diamine). RXN SMILES: [C:1]([N:3]=[C:4](OC1C=CC=CC=1)[NH:5][C:6]1[CH:7]=[CH:8][C:9]2[CH2:15][CH2:14][C@H:13]([N:16]3[CH2:20][CH2:19][CH2:18][CH2:17]3)[CH2:12][CH2:11][C:10]=2[CH:21]=1)#[N:2].[C:29]([N:31]=[C:32](OC1C=CC=CC=1)[NH:33][C:34]1[CH:35]=[CH:36][C:37]2[CH2:43][CH2:42][C@@H:41]([N:44]3[CH2:48][CH2:47][CH2:46][CH2:45]3)[CH2:40][CH2:39][C:38]=2[CH:49]=1)#[N:30].[NH:57]([C:59]1[N:64]=[N:63][C:62]2[C:65]3[CH:73]=[CH:72][CH:71]=[CH:70][C:66]=3[CH2:67][CH2:68][CH2:69][C:61]=2[CH:60]=1)[NH2:58]>>[N:63]1[C:62]2[C:65]3[CH:73]=[CH:72][CH:71]=[CH:70][C:66]=3[CH2:67][CH2:68][CH2:69][C:61]=2[CH:60]=[C:59]([N:57]2[C:1]([NH2:2])=[N:3][C:4]([NH:5][C:6]3[CH:7]=[CH:8][C:9]4[CH2:15][CH2:14][C@H:13]([N:16]5[CH2:17][CH2:18][CH2:19][CH2:20]5)[CH2:12][CH2:11][C:10]=4[CH:21]=3)=[N:58]2)[N:64]=1.[N:63]1[C:62]2[C:65]3[CH:73]=[CH:72][CH:71]=[CH:70][C:66]=3[CH2:67][CH2:68][CH2:69][C:61]=2[CH:60]=[C:59]([N:57]2[C:29]([NH2:30])=[N:31][C:32]([NH:33][C:34]3[CH:35]=[CH:36][C:37]4[CH2:43][CH2:42][C@@H:41]([N:44]5[CH2:45][CH2:46][CH2:47][CH2:48]5)[CH2:40][CH2:39][C:38]=4[CH:49]=3)=[N:58]2)[N:64]=1. Reported procedure: Phenyl (S)—N′-cyano-N-(7-(pyrrolidin-1-yl)-6,7,8,9-tetrahydro-5H-benzo[7]annulene-2-yl)carbamimidate and phenyl (R)—N′-cyano-N-(7-(pyrrolidin-1-yl)-6,7,8,9-tetrahydro-5H-benzo[7]annulene-2-yl)carbamimidate were treated with 3-hydrazino-6,7-dihydro-5H-benzo[6,7]cyclohepta[1,2-c]pyridazine in a similar manner as described above in Synthetic Example 2 to yield 1-(6,7-dihydro-5H-benzo[6,7]cyclohepta[1,2-c]pyridazin-3-yl)-N3-(7-(S)-(pyrrolidin-1-yl)-6,7,8,9-tetrahydro-5H-benzo[7]annulene-2-yl)-1H-1,2... Starting materials: COc1cccc(C(C)N(C)C(=O)C(OC(C)=O)c2cc(OC)c(OC)c(OC)c2)c1, ClCCl, O=C(O)C(F)(F)F. Yields the product COc1ccc2c(c1)C(C)N(C)C(=O)C2c1cc(OC)c(OC)c(OC)c1. As a reaction SMILES: [CH3:1][O:2][c:3]1[cH:4][c:5]([CH:13]([C:14](=[O:15])[N:16]([CH:17]([CH3:18])[c:19]2[cH:20][c:21]([O:25][CH3:26])[cH:22][cH:23][cH:24]2)[CH3:27])[O:28][C:29](=[O:30])[CH3:31])[cH:6][c:7]([O:11][CH3:12])[c:8]1[O:9][CH3:10].[Cl:39][CH2:40][Cl:41].[OH:32][C:33]([C:34]([F:35])([F:36])[F:37])=[O:38]>>[CH3:1][O:2][c:3]1[cH:4][c:5]([CH:13]2[C:14](=[O:15])[N:16]([CH3:27])[CH:17]([CH3:18])[c:19]3[cH:20][c:21]([O:25][CH3:26])[cH:22][cH:23][c:24]32)[cH:6][c:7]([O:11][CH3:12])[c:8]1[O:9][CH3:10]. As a reaction SMILES: [NH2:1][CH2:2][CH:3]1[CH2:8][CH2:7][NH:6][CH2:5][CH2:4]1.[CH2:9]([O:16][C:17]([Cl:19])=[O:18])[C:10]1[CH:15]=[CH:14][CH:13]=[CH:12][CH:11]=1.C(=O)=O.CO>C(Cl)Cl>[ClH:19].[CH2:9]([O:16][C:17]([N:6]1[CH2:7][CH2:8][CH:3]([CH2:2][NH2:1])[CH2:4][CH2:5]1)=[O:18])[C:10]1[CH:15]=[CH:14][CH:13]=[CH:12][CH:11]=1 |f:2.3,5.6|. Product: Cl.C(C1=CC=CC=C1)OC(=O)N1CCC(CC1)CN ([1-(Benzyloxycarbonyl)-4-piperidyl] methylamine hydrochloride). Solvent: C(Cl)Cl (methylene chloride), C(Cl)Cl (methylene chloride). Procedure: To a solution of 4-aminomethyl piperidine (7.19 g) in anhydrous methylene chloride (80 ml), there was dropwise added a solution of benzyloxycarbonyl chloride (3.0 ml) in anhydrous methylene chloride (25 ml) under a nitrogen gas atmosphere while cooling with dry ice-methanol. After the completion of the dropwise addition, the resulting mixture was stirred while cooling with dry ice-methanol for 20 minutes and then stirred at room temperature for additional 2 hours. The reaction solution was conce... Reactants: NCC1CCNCC1 (4-aminomethyl piperidine), C(C1=CC=CC=C1)OC(=O)Cl (benzyloxycarbonyl chloride), C(=O)=O.CO (dry ice methanol), C(=O)=O.CO (dry ice methanol). Product: C(C)OC(=O)C=1N(C2=CC=C(C=C2C1)C(=O)N1CC(CCC1)N(C)C)C(C)C (5-(3-Dimethylamino-piperidine-1-carbonyl)-1-isopropyl-1H-indole-2-carboxylic acid ethyl ester). Reactants: CN(C1CN(CCC1)C(=O)C=1C=C2C=C(NC2=CC1)C(=O)OCC)C (ethyl 5-(3-dimethylamino-piperidine-1-carbonyl)-1H-indole-2-carboxylate), C(C)(C)CS(=O)(=O)[O-] (isopropylmethane-sulfonate), C([O-])([O-])=O.[Cs+].[Cs+] (caesium carbonate). The solvent is C(C)#N (acetonitrile). Reaction SMILES: [CH3:1][N:2]([CH3:25])[CH:3]1[CH2:8][CH2:7][CH2:6][N:5]([C:9]([C:11]2[CH:12]=[C:13]3[C:17](=[CH:18][CH:19]=2)[NH:16][C:15]([C:20]([O:22][CH2:23][CH3:24])=[O:21])=[CH:14]3)=[O:10])[CH2:4]1.[CH:26](CS([O-])(=O)=O)([CH3:28])[CH3:27].C(=O)([O-])[O-].[Cs+].[Cs+]>C(#N)C>[CH2:23]([O:22][C:20]([C:15]1[N:16]([CH:26]([CH3:28])[CH3:27])[C:17]2[C:13]([CH:14]=1)=[CH:12][C:11]([C:9]([N:5]1[CH2:6][CH2:7][CH2:8][CH:3]([N:2]([CH3:25])[CH3:1])[CH2:4]1)=[O:10])=[CH:19][CH:18]=2)=[O:21])[CH3:24] |f:2.3.4|. Procedure details: To a solution of ethyl 5-(3-dimethylamino-piperidine-1-carbonyl)-1H-indole-2-carboxylate (1.51 g, 4 mmol) in acetonitrile (30 ml) were added isopropylmethane-sulfonate (1.8 eq, 1.1 g) and caesium carbonate (1.8 eq, 2.6 g). The mixture was heated overnight at reflux. The solvent was evaporated under reduced pressure and the residue partitioned between water and tert-butylmethyl ether. The phases were separated, the aqueous phase extracted with tert-butylmethyl ether and the combined organic phase... Yields the product C[N+]1(Cc2ccc(NC(=O)C3=Cc4cc(-c5ccc(F)cc5)ccc4CC3)cc2)CCCCC1, [I-]. Reaction SMILES: [CH3:34][I:35].[F:1][c:2]1[cH:3][cH:4][c:5](-[c:8]2[cH:9][cH:10][c:11]3[c:16]([cH:17]2)[CH:15]=[C:14]([C:18](=[O:19])[NH:20][c:21]2[cH:22][cH:23][c:24]([CH2:27][N:28]4[CH2:29][CH2:30][CH2:31][CH2:32][CH2:33]4)[cH:25][cH:26]2)[CH2:13][CH2:12]3)[cH:6][cH:7]1.[O:36]=[CH:37][N:38]([CH3:39])[CH3:40]>>[F:1][c:2]1[cH:3][cH:4][c:5](-[c:8]2[cH:9][cH:10][c:11]3[c:16]([cH:17]2)[CH:15]=[C:14]([C:18](=[O:19])[NH:20][c:21]2[cH:22][cH:23][c:24]([CH2:27][N+:28]4([CH3:34])[CH2:29][CH2:30][CH2:31][CH2:32][CH2:33]4)[cH:25][cH:26]2)[CH2:13][CH2:12]3)[cH:6][cH:7]1.[I-:35]. The reactants are CI, O=C(Nc1ccc(CN2CCCCC2)cc1)C1=Cc2cc(-c3ccc(F)cc3)ccc2CC1, CN(C)C=O.